This data is from the Open Reaction Database (ORD), a public repository of structured organic reaction records. The task is: describe an organic reaction: reactants, conditions, products, and yield Reactants: NC1=C(C=C(C(CNC(C)(C)C)Cl)C=C1Cl)Cl (4-amino-α-[(tert-butylamino)methyl]-3,5-dichlorobenzyl chloride), CO (methanol), Cl.C(C)(C)O (HCl isopropyl alcohol). Solvent: CCO (EtOH). Run at time 20 minute. Yields the product Cl.NC1=C(C=C(C(CN)OC)C=C1Cl)Cl (4-Amino-3,5-dichloro-β-methoxyphenethylamine hydrochloride). RXN SMILES: [NH2:1][C:2]1[C:15]([Cl:16])=[CH:14][C:5]([CH:6]([Cl:13])[CH2:7][NH:8]C(C)(C)C)=[CH:4][C:3]=1[Cl:17].CO.Cl.[CH:21]([OH:24])(C)C>CCO>[ClH:13].[NH2:1][C:2]1[C:15]([Cl:16])=[CH:14][C:5]([CH:6]([O:24][CH3:21])[CH2:7][NH2:8])=[CH:4][C:3]=1[Cl:17] |f:2.3,5.6|. Procedure: Under N2 atmosphere, 11 g of 4-amino-α-[(tert-butylamino)methyl]-3,5-dichlorobenzyl chloride is added to 75 ml of methanol at 0° C. After 20 minutes, the cooling bath is removed and the reaction mixture is stirred at ambient temperature. After the reaction is completed, the mixture is evaporated to dryness in vacuo. The residue is stirred in 75 ml of H2O and the mixture is made alkaline with 6N NaOH solution and extracted with CH2Cl2 (3×50 ml). The organic phases are dried over MgSO4 and evapora... The solvent is C(CO)O (ethylene glycol), O (water). The reactants are ClC=1N=NC(=CC1)C1=CC(=C(C=C1)OCCC)OC (3-chloro-6-(3-methoxy-4-propoxyphenyl)pyridazine), N (ammonia). Yields the product NC=1N=NC(=CC1)C1=CC(=C(C=C1)OCCC)OC (3-Amino-6-(3-methoxy-4-propoxyphenyl)pyridazine). Reported procedure: 10 g (35.9 mmol) of 3-chloro-6-(3-methoxy-4-propoxyphenyl)pyridazine are heated in 50 ml of ethylene glycol which has been saturated with ammonia at 0° C. in an autoclave at 220° C. for 6 hours. After cooling, the reaction mixture is diluted with 500 ml of water, and the precipitate which forms is filtered off with suction. The crude product is dried and then purified by column chromatography on silica gel with chloroform as eluent. 7.6 g (81.7%) of the title compound of m.p. 147° C. are obtaine... The yield is 81.7%. RXN SMILES: Cl[C:2]1[N:3]=[N:4][C:5]([C:8]2[CH:13]=[CH:12][C:11]([O:14][CH2:15][CH2:16][CH3:17])=[C:10]([O:18][CH3:19])[CH:9]=2)=[CH:6][CH:7]=1.[NH3:20]>C(O)CO.O>[NH2:20][C:2]1[N:3]=[N:4][C:5]([C:8]2[CH:13]=[CH:12][C:11]([O:14][CH2:15][CH2:16][CH3:17])=[C:10]([O:18][CH3:19])[CH:9]=2)=[CH:6][CH:7]=1. The reactants are COC(=O)C=1C(=C2C=C(C(N(C2=C(N1)Br)CC1CCCC1)=O)C1=CC=CC=C1)O (8-bromo-1-cyclopentylmethyl-5-hydroxy-2-oxo-3-phenyl-1,2-dihydro-[1,7]naphthyridine-6-carboxylic acid methyl ester), C(CCC)[Sn](C=1C=NC=CC1)(CCCC)CCCC (3-tributylstannanyl-pyridine), CCOC(=O)C (EtOAc), Cl (HCl). The reagents and catalysts are Cl[Pd]([P](C1=CC=CC=C1)(C2=CC=CC=C2)C3=CC=CC=C3)([P](C4=CC=CC=C4)(C5=CC=CC=C5)C6=CC=CC=C6)Cl (PdCl2(PPh3)2). Solvent: CN(C)C=O (DMF), [Cl-].[Na+].O (brine). Conditions: temperature 120 celsius. The product is COC(=O)C=1C(=C2C=C(C(N(C2=C(N1)C=1C=NC=CC1)CC1CCCC1)=O)C1=CC=CC=C1)O (1-Cyclopentylmethyl-5-hydroxy-2-oxo-3-phenyl-8-pyridin-3-yl-1,2-dihydro-[1,7]naphthyridine-6-carboxylic acid methyl ester). The yield is 59.6%. Reaction SMILES: [CH3:1][O:2][C:3]([C:5]1[C:6]([OH:29])=[C:7]2[C:12](=[C:13](Br)[N:14]=1)[N:11]([CH2:16][CH:17]1[CH2:21][CH2:20][CH2:19][CH2:18]1)[C:10](=[O:22])[C:9]([C:23]1[CH:28]=[CH:27][CH:26]=[CH:25][CH:24]=1)=[CH:8]2)=[O:4].C([Sn](CCCC)(CCCC)[C:35]1[CH:36]=[N:37][CH:38]=[CH:39][CH:40]=1)CCC.CCOC(C)=O.Cl>CN(C=O)C.[Cl-].[Na+].O.Cl[Pd](Cl)([P](C1C=CC=CC=1)(C1C=CC=CC=1)C1C=CC=CC=1)[P](C1C=CC=CC=1)(C1C=CC=CC=1)C1C=CC=CC=1>[CH3:1][O:2][C:3]([C:5]1[C:6]([OH:29])=[C:7]2[C:12](=[C:13]([C:35]3[CH:36]=[N:37][CH:38]=[CH:39][CH:40]=3)[N:14]=1)[N:11]([CH2:16][CH:17]1[CH2:21][CH2:20][CH2:19][CH2:18]1)[C:10](=[O:22])[C:9]([C:23]1[CH:28]=[CH:27][CH:26]=[CH:25][CH:24]=1)=[CH:8]2)=[O:4] |f:5.6.7,^1:66,85|. Procedure: A mixture of 8-bromo-1-cyclopentylmethyl-5-hydroxy-2-oxo-3-phenyl-1,2-dihydro-[1,7]naphthyridine-6-carboxylic acid methyl ester (66 mg, 0.14 mmol), 3-tributylstannanyl-pyridine (0.069 mL, 0.22 mmol) and PdCl2(PPh3)2 (20 mg, 0.029 mmol) in 4 mL of DMF was heated at 120° C. for 2.5 h under nitrogen atmosphere. After the mixture was cooled to r.t., EtOAc and brine were added. 1 M HCl was added with stirring until pH was about 3. The aqueous layer was extracted with additional EtOAc, and the combine... Reactants: C1(=CC=CC=C1)P(C1=CC=CC=C1)Cl (diphenylphosphinous chloride), C(C)O (ethanol), N1=CC=CC=C1 (pyridine). The solvent is CCOCC (ether), CCOCC (ether). Product: C1(=CC=CC=C1)P(OCC)C1=CC=CC=C1 (Ethyl Diphenylphosphinite). As a reaction SMILES: [C:1]1([P:7](Cl)[C:8]2[CH:13]=[CH:12][CH:11]=[CH:10][CH:9]=2)[CH:6]=[CH:5][CH:4]=[CH:3][CH:2]=1.[CH2:15]([OH:17])[CH3:16].N1C=CC=CC=1>CCOCC>[C:1]1([P:7]([C:8]2[CH:13]=[CH:12][CH:11]=[CH:10][CH:9]=2)[O:17][CH2:15][CH3:16])[CH:6]=[CH:5][CH:4]=[CH:3][CH:2]=1. Procedure details: A solution of diphenylphosphinous chloride (135 mmol) in dry ether (120 mL) was treated dropwise at 5° C. with a solution of ethanol (200 mmol) and pyridine (134 mmol) in ether (120 mL). After addition was complete, the mixture was warmed to room temperature, filtered under argon, and the solid hydrochloride washed with ether. Evaporation of the solvent gave an oil which was purified by Kugelrohr distillation at 95° C. (0.1 mmHg). Yield: 119 mmol (88%); 1H NMR (CDCl3) δ7.6-7.2 (m, 10H), 3.95 (do... The reactants are OC1=C(C#N)C=CC(=C1)OC (2-hydroxy-4-methoxy-benzonitrile), C1(CCCC1)O (cyclopentanol), C1(=CC=CC=C1)P(C1=CC=CC=C1)C1=CC=CC=C1 (triphenylphosphine). The solvent is O1CCCC1 (tetrahydrofuran). The product is C1(CCCC1)OC1=C(C#N)C=CC(=C1)OC (2-cyclopentyloxy-4-methoxy-benzonitrile). Isolated yield 100.4%. As a reaction SMILES: [OH:1][C:2]1[CH:9]=[C:8]([O:10][CH3:11])[CH:7]=[CH:6][C:3]=1[C:4]#[N:5].[CH:12]1(O)[CH2:16][CH2:15][CH2:14][CH2:13]1.C1(P(C2C=CC=CC=2)C2C=CC=CC=2)C=CC=CC=1>O1CCCC1>[CH:12]1([O:1][C:2]2[CH:9]=[C:8]([O:10][CH3:11])[CH:7]=[CH:6][C:3]=2[C:4]#[N:5])[CH2:16][CH2:15][CH2:14][CH2:13]1. Procedure details: To a solution of 2-hydroxy-4-methoxy-benzonitrile (90 mg, 0.573 mmol), cyclopentanol (55 mg, 0.630 mmol) and triphenylphosphine (167 mg, 0.630 mmol) in tetrahydrofuran (3 mL) cooled to −78° was added diethylazodicarboxalate (0.16 mL, 0.860 mmol). The cooling bath was removed and the reaction was allowed to warm up to room temperature over 1.5 h. The reaction mixture was concentrated in vacuo, and purification of the residue by flash chromatography (Biotage system, KP-Sil™ 32-63 μm, 60 Å silica g... Starting materials: BrC1=CC=C(C(=N1)C(NC)=O)NC1=NC(=NC=C1C(F)(F)F)NC1=C(C=C(CP(OCC)(OCCCN2N=NC(=C2)[Sn](CCCC)(CCCC)CCCC)=O)C=C1)OC (ethyl 3-[4-(tributylstannanyl)-1H-1,2,3-triazol-1-yl]propyl (4-{[4-{[6-bromo-2-(methylcarbamoyl)pyridin-3-yl]amino}-5-(trifluoromethyl)pyrimidin-2-yl]amino}-3-methoxybenzyl)phosphonate), BrC1=CC=C(C(=N1)C(NC)=O)NC1=NC(=NC=C1C(F)(F)F)NC1=C(C=C(CP(OCC)(OCCCN2N=NC(=C2)[Sn](CCCC)(CCCC)CCCC)=O)C=C1)OC (ethyl 3-[4-(tributylstannanyl)-1H-1,2,3-triazol-1-yl]propyl (4-{[4-{[6-bromo-2-(methylcarbamoyl)pyridin-3-yl]amino}-5-(trifluoromethyl)pyrimidin-2-yl]amino}-3-methoxybenzyl)phosphonate). Reagents/catalysts: Cl[Pd]([P](C1=CC=CC=C1)(C2=CC=CC=C2)C3=CC=CC=C3)([P](C4=CC=CC=C4)(C5=CC=CC=C5)C6=CC=CC=C6)Cl (Pd(PPh3)2Cl2). Solvent: O1CCOCC1 (1,4-dioxane). Reaction conditions: temperature 100 celsius. Yields the product C(C)O[P@@]1(OCCCN2N=NC(C3=NC(=C(NC4=C(C=NC(NC5=C(C=C(C1)C=C5)OC)=N4)C(F)(F)F)C=C3)C(=O)NC)=C2)=O.C(C)O[P@]2(OCCCN3N=NC(C4=NC(=C(NC5=C(C=NC(NC1=C(C=C(C2)C=C1)OC)=N5)C(F)(F)F)C=C4)C(=O)NC)=C3)=O ((10R)-10-ethoxy-14-methoxy-N-methyl-20-(trifluoromethyl)-9-oxa-3,4,5,16,18,22,25,28-octaaza-10-phosphapentacyclo[21.2.2.212,15.12,5.117,21]hentriaconta-1(25),2(31),3,12,14,17(28),18,20,23,26,29-undecaene-24-carboxamide 10-oxide (10S)-10-ethoxy-14-methoxy-N-methyl-20-(trifluoromethyl)-9-oxa-3,4,5,16,18,22,25,28-octaaza-10-phosphapentacyclo[21.2.2.212,15.12,5.117,21]hentriaconta-1(25),2(31),3,12,14,17(28),18,20,23,26,29-undecaene-24-carboxamide 10-oxide). The yield is 24.0%. As a reaction SMILES: Br[C:2]1[N:7]=[C:6]([C:8](=[O:11])[NH:9][CH3:10])[C:5]([NH:12][C:13]2[C:18]([C:19]([F:22])([F:21])[F:20])=[CH:17][N:16]=[C:15]([NH:23][C:24]3[CH:57]=[CH:56][C:27]([CH2:28][P:29](=[O:55])([O:33][CH2:34][CH2:35][CH2:36][N:37]4[CH:41]=[C:40]([Sn](CCCC)(CCCC)CCCC)[N:39]=[N:38]4)[O:30][CH2:31][CH3:32])=[CH:26][C:25]=3[O:58][CH3:59])[N:14]=2)=[CH:4][CH:3]=1>O1CCOCC1.Cl[Pd](Cl)([P](C1C=CC=CC=1)(C1C=CC=CC=1)C1C=CC=CC=1)[P](C1C=CC=CC=1)(C1C=CC=CC=1)C1C=CC=CC=1>[CH2:31]([O:30][P@@:29]1(=[O:55])[CH2:28][C:27]2[CH:56]=[CH:57][C:24](=[C:25]([O:58][CH3:59])[CH:26]=2)[NH:23][C:15]2=[N:14][C:13](=[C:18]([C:19]([F:20])([F:21])[F:22])[CH:17]=[N:16]2)[NH:12][C:5]2[CH:4]=[CH:3][C:2](=[N:7][C:6]=2[C:8]([NH:9][CH3:10])=[O:11])[C:40]2=[CH:41][N:37]([N:38]=[N:39]2)[CH2:36][CH2:35][CH2:34][O:33]1)[CH3:32].[CH2:31]([O:30][P@:29]1(=[O:55])[CH2:28][C:27]2[CH:56]=[CH:57][C:24](=[C:25]([O:58][CH3:59])[CH:26]=2)[NH:23][C:15]2=[N:14][C:13](=[C:18]([C:19]([F:20])([F:21])[F:22])[CH:17]=[N:16]2)[NH:12][C:5]2[CH:4]=[CH:3][C:2](=[N:7][C:6]=2[C:8]([NH:9][CH3:10])=[O:11])[C:40]2=[CH:41][N:37]([N:38]=[N:39]2)[CH2:36][CH2:35][CH2:34][O:33]1)[CH3:32] |f:3.4,^1:68,87|. Procedure details: A mixture of ethyl 3-[4-(tributylstannanyl)-1H-1,2,3-triazol-1-yl]propyl (4-{[4-{[6-bromo-2-(methylcarbamoyl)pyridin-3-yl]amino}-5-(trifluoromethyl)pyrimidin-2-yl]amino}-3-methoxybenzyl)phosphonate (Compound 64A, 0.331 mmol assumed) and Pd(PPh3)2Cl2 (11.6 mg, 0.0166 mmol) in 1,4-dioxane (8 mL) was evacuated and refilled with nitrogen (3×), then heated at 100° C. for 5 h. The mixture was concentrated under reduced pressure, the residue was purified by silica gel chromatography (ISCO system: MeOH/...